Dataset: the Open Reaction Database (ORD), a public repository of structured organic reaction records. Task: describe an organic reaction: reactants, conditions, products, and yield RXN SMILES: [CH2:1]([c:2]1[cH:3][cH:4][cH:5][cH:6][cH:7]1)[O:8][C:9](=[O:10])[NH:11][C:12]([CH2:13][S:14](=[O:15])[O:16][CH2:17][CH3:18])([CH3:19])[CH3:20].[CH3:24][C:25](=[O:26])[O-:27].[CH3:34][CH2:35][OH:36].[NH2:28][O:29][S:30]([OH:31])(=[O:32])=[O:33].[Na+:22].[Na+:23].[OH-:21].[OH2:37]>>[CH2:1]([c:2]1[cH:3][cH:4][cH:5][cH:6][cH:7]1)[O:8][C:9](=[O:10])[NH:11][C:12]([CH2:13][S:14](=[O:15])(=[O:16])[NH2:28])([CH3:19])[CH3:20]. The product is CC(C)(CS(N)(=O)=O)NC(=O)OCc1ccccc1. Starting materials: CCOS(=O)CC(C)(C)NC(=O)OCc1ccccc1, CC(=O)[O-], CCO, NOS(=O)(=O)O, [Na+], [Na+], [OH-], O. Reactants: OC1=CC=C2C(=C(N(C2=C1)CC1=NC=CC=C1)C(C)C)C(=O)NCC=1C=NC(=CC1)C(F)(F)F (6-hydroxy-2-isopropyl-1-(pyridin-2-ylmethyl)-N-((6-(trifluoromethyl)pyridin-3-yl)methyl)-1H-indole-3-carboxamide), OC1=CC=C2C(=C(N(C2=C1)CC1=NC=CC=C1)C(C)C)C(=O)NCC=1C=NC(=CC1)C(F)(F)F (6-hydroxy-2-isopropyl-1-(pyridin-2-ylmethyl)-N-((6-(trifluoromethyl)pyridin-3-yl)methyl)-1H-indole-3-carboxamide), C1(CCCC1)I (cyclopentyl iodide). The product is C1(CCCC1)OC1=CC=C2C(=C(N(C2=C1)CC1=NC=CC=C1)C(C)C)C(=O)NCC=1C=NC(=CC1)C(F)(F)F (6-(Cyclopentyloxy)-2-isopropyl-1-(pyridin-2-ylmethyl)-N-((6-(trifluoromethyl)pyridin-3-yl)methyl)-1H-indole-3-carboxamide). As a reaction SMILES: [OH:1][C:2]1[CH:10]=[C:9]2[C:5]([C:6]([C:21]([NH:23][CH2:24][C:25]3[CH:26]=[N:27][C:28]([C:31]([F:34])([F:33])[F:32])=[CH:29][CH:30]=3)=[O:22])=[C:7]([CH:18]([CH3:20])[CH3:19])[N:8]2[CH2:11][C:12]2[CH:17]=[CH:16][CH:15]=[CH:14][N:13]=2)=[CH:4][CH:3]=1.[CH:35]1(I)[CH2:39][CH2:38][CH2:37][CH2:36]1>>[CH:35]1([O:1][C:2]2[CH:10]=[C:9]3[C:5]([C:6]([C:21]([NH:23][CH2:24][C:25]4[CH:26]=[N:27][C:28]([C:31]([F:34])([F:33])[F:32])=[CH:29][CH:30]=4)=[O:22])=[C:7]([CH:18]([CH3:19])[CH3:20])[N:8]3[CH2:11][C:12]3[CH:17]=[CH:16][CH:15]=[CH:14][N:13]=3)=[CH:4][CH:3]=2)[CH2:39][CH2:38][CH2:37][CH2:36]1. Procedure details: The title compound was prepared from 6-hydroxy-2-isopropyl-1-(pyridin-2-ylmethyl)-N-((6-(trifluoromethyl)pyridin-3-yl)methyl)-1H-indole-3-carboxamide (Compound 141) and cyclopentyl iodide by General Procedure N. The reactants are CC(C)c1cc(C#N)cc2nc(-c3ccc(C(=O)O)cc3)oc12, CC(C)C1(CN)CCN(C(=O)OC(C)(C)C)CC1. Product: CC(C)c1cc(C#N)cc2nc(-c3ccc(C(=O)NCC4(C(C)C)CCN(C(=O)OC(C)(C)C)CC4)cc3)oc12. As a reaction SMILES: [C:19](#[N:20])[c:21]1[cH:22][c:23]([CH:39]([CH3:40])[CH3:41])[c:24]2[c:25]([n:26][c:27](-[c:29]3[cH:30][cH:31][c:32]([C:33](=[O:34])[OH:35])[cH:36][cH:37]3)[o:28]2)[cH:38]1.[NH2:1][CH2:2][C:3]1([CH:16]([CH3:17])[CH3:18])[CH2:4][CH2:5][N:6]([C:9](=[O:10])[O:11][C:12]([CH3:13])([CH3:14])[CH3:15])[CH2:7][CH2:8]1>>[NH:1]([CH2:2][C:3]1([CH:16]([CH3:17])[CH3:18])[CH2:4][CH2:5][N:6]([C:9](=[O:10])[O:11][C:12]([CH3:13])([CH3:14])[CH3:15])[CH2:7][CH2:8]1)[C:33]([c:32]1[cH:31][cH:30][c:29](-[c:27]2[n:26][c:25]3[c:24]([c:23]([CH:39]([CH3:40])[CH3:41])[cH:22][c:21]([C:19]#[N:20])[cH:38]3)[o:28]2)[cH:37][cH:36]1)=[O:34]. The reactants are [BH4-], CCO, CSc1ccccc1C=O, [Na+], O. Yields the product CSc1ccccc1CO. As a reaction SMILES: [BH4-:11].[CH3:13][CH2:14][OH:15].[CH3:1][S:2][c:3]1[c:4]([CH:5]=[O:6])[cH:7][cH:8][cH:9][cH:10]1.[Na+:12].[OH2:16]>>[CH3:1][S:2][c:3]1[c:4]([CH2:5][OH:6])[cH:7][cH:8][cH:9][cH:10]1. Starting materials: C12C3CCCC3C(C3C(C31)C(=O)O)C2 (tetracyclo[5.3.1.02,6.08,10]undecane-9-carboxylic acid), C(C(=O)Cl)(=O)Cl (oxalyl chloride). Reagents/catalysts: CN(C=O)C (dimethylformamide). Solvent: ClCCl (dichloromethane). Reaction conditions: time 2 hour. The product is C12C3CCCC3C(C3C(C31)C(=O)Cl)C2 (tetracyclo[5.3.1.02,6.08,10]undecane-9-carbonyl chloride). RXN SMILES: [CH:1]12[CH2:14][CH:7]([CH:8]3[CH:10]1[CH:9]3[C:11](O)=[O:12])[CH:6]1[CH:2]2[CH2:3][CH2:4][CH2:5]1.C(Cl)(=O)C([Cl:18])=O>ClCCl.CN(C)C=O>[CH:1]12[CH2:14][CH:7]([CH:8]3[CH:10]1[CH:9]3[C:11]([Cl:18])=[O:12])[CH:6]1[CH:2]2[CH2:3][CH2:4][CH2:5]1. Procedure details: To a solution of tetracyclo[5.3.1.02,6.08,10]undecane-9-carboxylic acid (0.43 g, 2.2 mmol, Bennani, Y. L., et al., US2004077617) in dichloromethane (11 mL) was added oxalyl chloride 0.21 mL, 2.4 mmol) and a catalytic amount of dimethylformamide (2 drops). The mixture was stirred for 2 hours and then concentrated under reduced pressure to afford tetracyclo[5.3.1.02,6.08,10]undecane-9-carbonyl chloride. To a suspension of the product of Example 46A (0.30 g, 1.1 mmol) and triethylamine (0.46 mL, 3.... The reactants are BrC1=NC=CC=C1 (2-bromopyridine), C(CC#C)C=1OC2=C(N1)C=CC=C2C(C)C (2-(but-3-ynyl)-7-isopropyl-benzo[d]oxazole). Yields the product C(C)(C)C1=CC=CC=2N=C(OC21)CCC#CC2=NC=CC=C2 (7-isopropyl-2-(4-(pyridin-2-yl)but-3-ynyl)benzo[d]oxazole). Isolated yield 5.4%. Reaction SMILES: Br[C:2]1[CH:7]=[CH:6][CH:5]=[CH:4][N:3]=1.[CH2:8]([C:12]1[O:13][C:14]2[C:20]([CH:21]([CH3:23])[CH3:22])=[CH:19][CH:18]=[CH:17][C:15]=2[N:16]=1)[CH2:9][C:10]#[CH:11]>>[CH:21]([C:20]1[C:14]2[O:13][C:12]([CH2:8][CH2:9][C:10]#[C:11][C:2]3[CH:7]=[CH:6][CH:5]=[CH:4][N:3]=3)=[N:16][C:15]=2[CH:17]=[CH:18][CH:19]=1)([CH3:23])[CH3:22]. Procedure: The title compound was prepared in accordance with the general method of Example 1, from 2-bromopyridine (41 mg, 0.26 mmol) and 2-(but-3-ynyl)-7-isopropyl-benzo[d]oxazole (55 mg, 0.26 mmol). The crude residue was purified by flash chromatography (DCM/MeOH 99:1) to yield 4.2 mg (14 μmol, 6%) of 7-isopropyl-2-(4-(pyridin-2-yl)but-3-ynyl)benzo[d]oxazole as a red oil. The reactants are C(C)SC1CC(N1C(C(=O)OCC1=CC=C(C=C1)[N+](=O)[O-])Cl)=O (p-nitrobenzyl 2-(4-ethylthio-2-oxo-1-azetidinyl)-2-chloroacetate), C(SCCOCC)([S-])=S.[K+] (potassium 2-ethoxyethyl trithiocarbonate). The reagents and catalysts are [Cl-].C(C1=CC=CC=C1)[N+](CC)(CC)CC (benzyltriethylammonium chloride). Solvent: C(Cl)Cl (methylene chloride), C(Cl)Cl (methylene chloride). Conditions: time 1 hour. The product is C(C)SC1CC(N1C(C(=O)OCC1=CC=C(C=C1)[N+](=O)[O-])SC(=S)SCCOCC)=O (p-Nitrobenzyl 2-(4-ethylthio-2-oxo-1-azetidinyl)-2-[2-ethoxyethylthio(thiocarbonyl)thio]acetate). The yield is 30.9%. As a reaction SMILES: [C:1](=[S:9])([S-:8])[S:2][CH2:3][CH2:4][O:5][CH2:6][CH3:7].[K+].[CH2:11]([S:13][CH:14]1[N:17]([CH:18](Cl)[C:19]([O:21][CH2:22][C:23]2[CH:28]=[CH:27][C:26]([N+:29]([O-:31])=[O:30])=[CH:25][CH:24]=2)=[O:20])[C:16](=[O:33])[CH2:15]1)[CH3:12]>[Cl-].C([N+](CC)(CC)CC)C1C=CC=CC=1.C(Cl)Cl>[CH2:11]([S:13][CH:14]1[N:17]([CH:18]([S:9][C:1]([S:2][CH2:3][CH2:4][O:5][CH2:6][CH3:7])=[S:8])[C:19]([O:21][CH2:22][C:23]2[CH:28]=[CH:27][C:26]([N+:29]([O-:31])=[O:30])=[CH:25][CH:24]=2)=[O:20])[C:16](=[O:33])[CH2:15]1)[CH3:12] |f:0.1,3.4|. Procedure details: A solution of 3.58 g potassium 2-ethoxyethyl trithiocarbonate and 3.7 g benzyltriethylammonium chloride in 100 ml methylene chloride was cooled to 0° C. under a nitrogen atmosphere and a solution of 5.3 g of p-nitrobenzyl 2-(4-ethylthio-2-oxo-1-azetidinyl)-2-chloroacetate in 50 ml methylene chloride was added dropwise. The reaction mixture was stirred for 1 hour, then washed with three 50 ml portions of water, dried over anhydrous sodium sulfate and concentrated in vacuo to an oil. (8.6 g). The ... The reactants are [Co] (cobalt), [Sn] (tin), C(C)(=O)[O-] (acetate), C[Sn](C)(Cl)Cl (dimethyltin dichloride), [Sn](Cl)(Cl)(C)C ((CH3)2SnCl2), [Sn] (tin), O.O.O.O.C(C)(=O)[O-].[Co+2].C(C)(=O)[O-] (cobalt acetate tetrahydrate), Co(C2H3O2)2.4H2O, [Co] (cobalt). Solvent: O (water), O (water). The product is C(C)(=O)[O-].[Co+2].C(C)(=O)[O-] (cobalt acetate), [Sn] (tin). RXN SMILES: O.O.O.O.[C:5]([O-:8])(=[O:7])[CH3:6].[Co+2:9].[C:10]([O-:13])(=[O:12])[CH3:11].C([O-])(=O)C.[Co].C[Sn](Cl)(Cl)C.[Sn:24]>O>[C:5]([O-:8])(=[O:7])[CH3:6].[Co+2:9].[C:10]([O-:13])(=[O:12])[CH3:11].[Sn:24] |f:0.1.2.3.4.5.6,12.13.14,^3:23,34|. Reported procedure: A stock cobalt acetate solution is prepared by combining 21.13 percent by weight cobalt acetate tetrahydrate, Co(C2H3O2)2.4H2O, 5.25 percent by weight glacial acetate acid, and 73.62 percent by weight water. This stock cobalt solution contains 5.0 percent by weight cobalt. A stock tin solution is prepared by dissolving 23.13 percent by weight dimethyltin dichloride, (CH3)2SnCl2, in 76.87 percent by weight water. This stock tin solution contains 12.5 percent by weight tin. Starting materials: FC(F)(F)c1ccc(-c2cc(C(F)(F)F)nc(-c3cccc(Br)c3)n2)cc1, CC(C)(C)NS(=O)(=O)c1ccc(B2OC(C)(C)C(C)(C)O2)s1. Yields the product CC(C)(C)NS(=O)(=O)c1ccc(-c2cccc(-c3nc(-c4ccc(C(F)(F)F)cc4)cc(C(F)(F)F)n3)c2)s1. As a reaction SMILES: [Br:1][c:2]1[cH:3][c:4](-[c:8]2[n:9][c:10](-[c:18]3[cH:19][cH:20][c:21]([C:24]([F:25])([F:26])[F:27])[cH:22][cH:23]3)[cH:11][c:12]([C:14]([F:15])([F:16])[F:17])[n:13]2)[cH:5][cH:6][cH:7]1.[C:28]([CH3:29])([CH3:30])([CH3:31])[NH:32][S:33](=[O:34])(=[O:35])[c:36]1[s:37][c:38]([B:41]2[O:42][C:43]([CH3:44])([CH3:45])[C:46]([CH3:47])([CH3:48])[O:49]2)[cH:39][cH:40]1>>[c:2]1(-[c:38]2[s:37][c:36]([S:33]([NH:32][C:28]([CH3:29])([CH3:30])[CH3:31])(=[O:34])=[O:35])[cH:40][cH:39]2)[cH:3][c:4](-[c:8]2[n:9][c:10](-[c:18]3[cH:19][cH:20][c:21]([C:24]([F:25])([F:26])[F:27])[cH:22][cH:23]3)[cH:11][c:12]([C:14]([F:15])([F:16])[F:17])[n:13]2)[cH:5][cH:6][cH:7]1. Reactants: NC1=NC(=CC(=N1)OC)OC (2-amino-4,6-dimethoxypyrimidine), C(OC1=CC=CC=C1)(=O)Cl (phenyl chlorocarbonate). The reagents and catalysts are CN(C1=CC=NC=C1)C (4-dimethylaminopyridine). The solvent is O1CCCC1 (tetrahydrofuran). Conditions: time 17 hour. The product is COC1=NC(=NC(=C1)OC)NC(OC1=CC=CC=C1)=O (Phenyl N-(4,6-dimethoxypyrimidin-2-yl)carbamate). Yield: 62.6%. Reaction SMILES: [NH2:1][C:2]1[N:7]=[C:6]([O:8][CH3:9])[CH:5]=[C:4]([O:10][CH3:11])[N:3]=1.[C:12](Cl)(=[O:20])[O:13][C:14]1[CH:19]=[CH:18][CH:17]=[CH:16][CH:15]=1>O1CCCC1.CN(C)C1C=CN=CC=1>[CH3:9][O:8][C:6]1[CH:5]=[C:4]([O:10][CH3:11])[N:3]=[C:2]([NH:1][C:12](=[O:20])[O:13][C:14]2[CH:19]=[CH:18][CH:17]=[CH:16][CH:15]=2)[N:7]=1. Reported procedure: To a solution of 8.0 g of 2-amino-4,6-dimethoxypyrimidine in 50 ml of tetrahydrofuran are added 4.0 g of phenyl chlorocarbonate and 0.1 g of 4-dimethylaminopyridine, followed by stirring for 17 hours at room temperature. The mixture is allowed to stand overnight and filtered to remove insoluble product and the filtrate is purified by silica gel chromatography (eluent: dichloromethane) to give 4.4 g of the title compound. mp. 118°-119° C.